The task is: describe an organic reaction: reactants, conditions, products, and yield. This data is from the Open Reaction Database (ORD), a public repository of structured organic reaction records. The reactants are C(C1=CC=CC=C1)N(CC1=CC=CC=C1)[C@H](C=O)C(C)C ((S)-2-(N,N-Dibenzylamino)-3-methylbutyraldehyde), BrCCCCCCCCCCCCCCC (1-bromopentadecane). Product: C(C1=CC=CC=C1)N(CC1=CC=CC=C1)[C@@H](C(C)C)[C@@H](CCCCCCCCCCCCCCC)O ((3S,4R)-3-(N,N-Dibenzylamino)-2-methyl-4-nonadecanol), oil. Yield: 43.0%. Reaction SMILES: [CH2:1]([N:8]([C@@H:16]([CH:19]([CH3:21])[CH3:20])[CH:17]=[O:18])[CH2:9][C:10]1[CH:15]=[CH:14][CH:13]=[CH:12][CH:11]=1)[C:2]1[CH:7]=[CH:6][CH:5]=[CH:4][CH:3]=1.Br[CH2:23][CH2:24][CH2:25][CH2:26][CH2:27][CH2:28][CH2:29][CH2:30][CH2:31][CH2:32][CH2:33][CH2:34][CH2:35][CH2:36][CH3:37]>>[CH2:9]([N:8]([C@H:16]([C@H:17]([OH:18])[CH2:37][CH2:36][CH2:35][CH2:34][CH2:33][CH2:32][CH2:31][CH2:30][CH2:29][CH2:28][CH2:27][CH2:26][CH2:25][CH2:24][CH3:23])[CH:19]([CH3:21])[CH3:20])[CH2:1][C:2]1[CH:7]=[CH:6][CH:5]=[CH:4][CH:3]=1)[C:10]1[CH:15]=[CH:14][CH:13]=[CH:12][CH:11]=1. Procedure details: According to the method of Example 26, from aldehyde 14 (447 mg, 1.59 mmol) and 1-bromopentadecane (1.16 g, 4.0 mmol), alcohol 68 was obtained as a colorless oil (340 mg, 43% yield). Reactants: O=C(NCCF)NC1CCc2c(OC(=O)c3ccccc3)cccc21, CO, [Li+], [OH-]. Product: O=C(NCCF)NC1CCc2c(O)cccc21. RXN SMILES: [C:1](=[O:2])([c:3]1[cH:4][cH:5][cH:6][cH:7][cH:8]1)[O:9][c:10]1[c:11]2[c:15]([cH:16][cH:17][cH:18]1)[CH:14]([NH:19][C:20](=[O:21])[NH:22][CH2:23][CH2:24][F:25])[CH2:13][CH2:12]2.[CH3:28][OH:29].[Li+:26].[OH-:27]>>[OH:9][c:10]1[c:11]2[c:15]([cH:16][cH:17][cH:18]1)[CH:14]([NH:19][C:20](=[O:21])[NH:22][CH2:23][CH2:24][F:25])[CH2:13][CH2:12]2.